The task is: describe an organic reaction: reactants, conditions, products, and yield. This data is from the Open Reaction Database (ORD), a public repository of structured organic reaction records. The reactants are ClC1=CC=C(CN)C=C1 (4-chlorobenzylamine), C(C1=CC=CC=C1)N (benzylamine), NC=1SC(=C(N1)C)C(=O)O (2-amino-4-methylthiazole-5-carboxylic acid). The product is ClC1=CC=C(CNC(=O)C2=C(N=C(S2)N)C)C=C1 (2-Amino-4-methylthiazole-5-carboxylic Acid 4-Chlorobenzylamide). Yield: 15.0%. As a reaction SMILES: [Cl:1][C:2]1[CH:9]=[CH:8][C:5]([CH2:6][NH2:7])=[CH:4][CH:3]=1.C(N)C1C=CC=CC=1.[NH2:18][C:19]1[S:20][C:21]([C:25](O)=[O:26])=[C:22]([CH3:24])[N:23]=1>>[Cl:1][C:2]1[CH:9]=[CH:8][C:5]([CH2:6][NH:7][C:25]([C:21]2[S:20][C:19]([NH2:18])=[N:23][C:22]=2[CH3:24])=[O:26])=[CH:4][CH:3]=1. Procedure: Following the procedure as described in Preparation 1, making variation only as required to use 4-chlorobenzylamine to replace benzylamine to react with 2-amino-4-methylthiazole-5-carboxylic acid, the title compound was obtained as a white solid in 15% yield; 1H NMR (CD3OD, 300 MHz) δ 7.26-7.32 (m, 4H), 4.41 (s, 2H), 2.38 (s, 3H). MS (ES+) m/z 282.1 (M+1). Reactants: ClC1=CC=C(C(=O)C2=CC=C(C=C2)CS(=O)(=O)C)C=C1 (4-chloro-4'-methylsulfonylmethylbenzophenone), O.NN (hydrazine monohydrate), C(C)O (ethanol). Solvent: C(C)(=O)O (acetic acid). Run at time 6 hour. Yields the product ClC1=CC=C(C(C2=CC=C(C=C2)CS(=O)(=O)C)=NN)C=C1 (4-Chloro-4'-methylsulfonylmethyl-benzophenone-hydrazone). The yield is 95.7%. As a reaction SMILES: [Cl:1][C:2]1[CH:20]=[CH:19][C:5]([C:6]([C:8]2[CH:13]=[CH:12][C:11]([CH2:14][S:15]([CH3:18])(=[O:17])=[O:16])=[CH:10][CH:9]=2)=O)=[CH:4][CH:3]=1.O.[NH2:22][NH2:23].C(O)C>C(O)(=O)C>[Cl:1][C:2]1[CH:20]=[CH:19][C:5]([C:6](=[N:22][NH2:23])[C:8]2[CH:13]=[CH:12][C:11]([CH2:14][S:15]([CH3:18])(=[O:17])=[O:16])=[CH:10][CH:9]=2)=[CH:4][CH:3]=1 |f:1.2|. Procedure details: 4-chloro-4'-methylsulfonylmethylbenzophenone (10.0 g) and hydrazine monohydrate (4.9 g) were added to ethanol (200 ml) and acetic acid (10 ml), and the mixture was stirred for 6 hours under reflux. The reaction mixture was concentrated, and the residue was extracted with ethyl acetate. The ethyl acetate layer was washed with water and then dried over anhydrous magnesium sulfate. Ethyl acetate was distilled off under reduced pressure. The residue was purified by silica gel column chromatography (... Starting materials: BrC1=C(N=NC(=C1)Cl)N (4-bromo-6-chloropyridazin-3-amine), ClCC=O (2-chloroacetaldehyde). Solvent: C(C)O (ethanol). Product: BrC=1C=2N(N=C(C1)Cl)C=CN2 (8-Bromo-6-chloroimidazo[1,2-b]pyridazine). Yield: 107.5%. Reaction SMILES: [Br:1][C:2]1[CH:7]=[C:6]([Cl:8])[N:5]=[N:4][C:3]=1[NH2:9].Cl[CH2:11][CH:12]=O>C(O)C>[Br:1][C:2]1[C:3]2[N:4]([CH:11]=[CH:12][N:9]=2)[N:5]=[C:6]([Cl:8])[CH:7]=1. Procedure details: A solution of 4-bromo-6-chloropyridazin-3-amine (5.0 g, 24 mmol) and 2-chloroacetaldehyde (12 g, 75 mmol) in ethanol (100 mL) was heated at reflux for 15 h. The reaction mixture was concentrated and washed with acetone (75 mL) to give 104a as a yellow solid (6.0 g, 71%). MS: [M+H]+ 234. Starting materials: ClC1=CC(=NC=2C(=C3N(C=CN=C3)C21)C2=C(C=C(C=C2C)C)C)C (4-Chloro-2-methyl-10-(2,4,6-trimethylphenyl)pyrido-[2′,3′:4,5]pyrrolo[1,2-a]pyrazine), C(CC)NCCC (dipropylamine). Run in [Cl-].[NH4+] (ammonium chloride), CS(=O)C (DMSO). Run at temperature 130 celsius. The product is C(CC)N(CCC)C1=CC(=NC=2C(=C3N(C=CN=C3)C21)C2=C(C=C(C=C2C)C)C)C (4-(N,N-Dipropyl)amino-2-methyl-10-(2,4,6-trimethylphenyl)-pyrido[2′,3′:4,5]pyrrolo[1,2-a]pyrazine). Reaction SMILES: Cl[C:2]1[C:14]2[N:9]3[CH:10]=[CH:11][N:12]=[CH:13][C:8]3=[C:7]([C:15]3[C:20]([CH3:21])=[CH:19][C:18]([CH3:22])=[CH:17][C:16]=3[CH3:23])[C:6]=2[N:5]=[C:4]([CH3:24])[CH:3]=1.[CH2:25]([NH:28][CH2:29][CH2:30][CH3:31])[CH2:26][CH3:27]>CS(C)=O.[Cl-].[NH4+]>[CH2:25]([N:28]([C:2]1[C:14]2[N:9]3[CH:10]=[CH:11][N:12]=[CH:13][C:8]3=[C:7]([C:15]3[C:20]([CH3:21])=[CH:19][C:18]([CH3:22])=[CH:17][C:16]=3[CH3:23])[C:6]=2[N:5]=[C:4]([CH3:24])[CH:3]=1)[CH2:29][CH2:30][CH3:31])[CH2:26][CH3:27] |f:3.4|. Reported procedure: To a solution of 4-Chloro-2-methyl-10-(2,4,6-trimethylphenyl)pyrido-[2′,3′:4,5]pyrrolo[1,2-a]pyrazine (23 mg) in DMSO (0.5 mL) is added dipropylamine (0.1 mL) and the resulting mixture is heated at 130° C. for 3.5 days. The mixture is then allowed to cool to room temperature, diluted with aqueous ammonium chloride, and extracted twice with ethyl ether. The extracts are combined, washed with saturated brine, dried (Na2SO4), filtered, concentrated in vacuo, and chromatographed (10 to 20% ethyl ace... Starting materials: CC1=CC(CC(C1)C)=O (3,5-dimethylcyclohexenone), pure product, S(=O)(=O)(O)O.NO (hydroxylamine sulphate), S(O)(O)(=O)=O (sulphuric acid), S(=O)(=O)([O-])[O-].[NH4+].[NH4+] (ammonium sulphate), [Cl-].[Na+] (sodium chloride). Reaction conditions: temperature 70 celsius, time 1 hour. Yields the product CC1=CC(CC(C1)C)=NO (3,5-dimethylcyclohexenone oxime). Yield: 95.0%. Reaction SMILES: [CH3:1][C:2]1[CH2:7][CH:6]([CH3:8])[CH2:5][C:4](=O)[CH:3]=1.S(O)(O)(=O)=O.[NH2:15][OH:16].S(=O)(=O)(O)O.S([O-])([O-])(=O)=O.[NH4+].[NH4+].[Cl-].[Na+]>>[CH3:1][C:2]1[CH2:7][CH:6]([CH3:8])[CH2:5][C:4](=[N:15][OH:16])[CH:3]=1 |f:1.2,4.5.6,7.8|. Procedure details: 375 g of 3,5-dimethylcyclohexenone, 99% pure, (= 372 g of 100% pure product = 3 moles) are added to 1,080 g (= 923 ml) of a 25% strength technical grade hydroxylamine sulphate solution (d = 1.17) which additionally contains about 20 g of sulphuric acid and 20 g of ammonium sulphate, the mixture is heated to 70° C. and stirred at this temperature for one hour. The resulting solution can be worked up as follows: (a) 300 g of sodium chloride are added to the hot solution at 70° C. and the mixture i... Starting materials: ClC1=CC=C(C=C1)C(O)(C1=CC=C(C=C1)Cl)C1=CC=C(C=C1)Cl (tris(4-chlorophenyl)methanol), SiO2, EtOAc-hexanes, N1N=C(N=C1)S (1,2,4-triazole-3-thiol), B(F)(F)F (BF3). The solvent is C(Cl)Cl (CH2Cl2). Yields the product ClC1=CC=C(C(C2=CC=C(C=C2)Cl)(C2=CC=C(C=C2)Cl)N2N=C(N=C2)SC(C2=CC=C(C=C2)Cl)(C2=CC=C(C=C2)Cl)C2=CC=C(C=C2)Cl)C=C1 (1,S-Bis(4,4',4"-trichlorotrityl)-1,2,4-triazole-3-thiol). Yield: 37.1%. As a reaction SMILES: [Cl:1][C:2]1[CH:7]=[CH:6][C:5]([C:8]([C:17]2[CH:22]=[CH:21][C:20]([Cl:23])=[CH:19][CH:18]=2)([C:10]2[CH:15]=[CH:14][C:13]([Cl:16])=[CH:12][CH:11]=2)O)=[CH:4][CH:3]=1.[NH:24]1[CH:28]=[N:27][C:26]([SH:29])=[N:25]1.B(F)(F)F>C(Cl)Cl>[Cl:1][C:2]1[CH:7]=[CH:6][C:5]([C:8]([N:24]2[CH:28]=[N:27][C:26]([S:29][C:8]([C:5]3[CH:6]=[CH:7][C:2]([Cl:1])=[CH:3][CH:4]=3)([C:17]3[CH:22]=[CH:21][C:20]([Cl:23])=[CH:19][CH:18]=3)[C:10]3[CH:15]=[CH:14][C:13]([Cl:16])=[CH:12][CH:11]=3)=[N:25]2)([C:17]2[CH:22]=[CH:21][C:20]([Cl:23])=[CH:19][CH:18]=2)[C:10]2[CH:15]=[CH:14][C:13]([Cl:16])=[CH:12][CH:11]=2)=[CH:4][CH:3]=1. Procedure details: The procedure of Example 5(b) was followed, using 1.26 g (3.47 mmol) of tris(4-chlorophenyl)methanol, 0.52 g (5.1 mmol) of 1,2,4-triazole-3-thiol, 4.0 mL of CH2Cl2 and 1.25 mL (10 mmol) of BF3 etherate. Isolation followed by flash chromatography (75 g SiO2, 40% EtOAc-hexanes) gave 0.51 g of the title compound, followed by 0.71 g of an unstable product that turned into the title compound upon standing in solution. A 0.44 g sample of the first-eluted material was recrystallized from MeOH giving 0.... Reactants: CN1C=C(C=C(C1=O)NC1=NN2C(CN(CC2)C)=C1)C1=CC=NC(=C1C=O)N1N=CC2=C(C=C3CCCCN23)C1=O (4-(1-Methyl-5-(5-methyl-4,5,6,7-tetrahydropyrazolo[1,5-a]pyrazin-2-ylamino)-6-oxo-1,6-dihydropyridin-3-yl)-2-(1-oxo-6,7,8,9-tetrahydropyridazino[4,5-b]indolizin-2(1H)-yl)nicotinaldehyde), [BH4-].[Na+] (NaBH4). Solvent: CO (methanol). Reaction conditions: temperature 20 celsius, time 2 hour. Yields the product OCC=1C(=NC=CC1C1=CN(C(C(=C1)NC1=NN2C(CN(CC2)C)=C1)=O)C)N1N=CC2=C(C=C3CCCCN23)C1=O (2-[3-(hydroxymethyl)-4-[1-methyl-5-[(5-methyl-6,7-dihydro-4H-pyrazolo[1,5-a]pyrazin-2-yl)amino]-6-oxo-3-pyridyl]-2-pyridyl]-6,7,8,9-tetrahydropyridazino[4,5-b]indolizin-1-one). Yield: 74.7%. As a reaction SMILES: [CH3:1][N:2]1[C:7](=[O:8])[C:6]([NH:9][C:10]2[CH:19]=[C:13]3[CH2:14][N:15]([CH3:18])[CH2:16][CH2:17][N:12]3[N:11]=2)=[CH:5][C:4]([C:20]2[C:25]([CH:26]=[O:27])=[C:24]([N:28]3[C:40](=[O:41])[C:32]4[CH:33]=[C:34]5[N:39]([C:31]=4[CH:30]=[N:29]3)[CH2:38][CH2:37][CH2:36][CH2:35]5)[N:23]=[CH:22][CH:21]=2)=[CH:3]1.[BH4-].[Na+]>CO>[OH:27][CH2:26][C:25]1[C:24]([N:28]2[C:40](=[O:41])[C:32]3[CH:33]=[C:34]4[N:39]([C:31]=3[CH:30]=[N:29]2)[CH2:38][CH2:37][CH2:36][CH2:35]4)=[N:23][CH:22]=[CH:21][C:20]=1[C:4]1[CH:5]=[C:6]([NH:9][C:10]2[CH:19]=[C:13]3[CH2:14][N:15]([CH3:18])[CH2:16][CH2:17][N:12]3[N:11]=2)[C:7](=[O:8])[N:2]([CH3:1])[CH:3]=1 |f:1.2|. Procedure: To a solution of 204a (160 mg, 0.29 mmol) in methanol (20 mL) was added NaBH4 (33.0 mg, 0.87 mmol). The mixture was stirred at 20° C. for 2 h and quenched with water. It was then evaporated under reduced pressure and the residue was purified by reverse-phase prep-HPLC to afford 204 (120 mg, 75%) as a white solid. MS-ESI: [M+H]+ 554.3. 1H NMR (500 MHz, DMSO-d6) δ 8.55 (d, J=5.0 Hz, 1H), 8.46 (s, 1H), 8.23 (s, 1H), 8.09 (d, J=2.5 Hz, 1H), 7.49 (d, J=5.0 Hz, 1H), 7.40 (d, J=2.0 Hz, 1H), 6.49 (s, 1H...